This data is from the Open Reaction Database (ORD), a public repository of structured organic reaction records. The task is: describe an organic reaction: reactants, conditions, products, and yield Run in O1CCCC1 (tetrahydrofuran), O1CCCC1 (tetrahydrofuran). Conditions: temperature -78 celsius. Reaction SMILES: [CH3:1][C:2]([S:5](/[N:7]=[CH:8]/[C:9]1[CH:14]=[CH:13][C:12]([O:15][CH2:16][C:17]([F:20])([F:19])[F:18])=[CH:11][N:10]=1)=O)([CH3:4])[CH3:3].[CH:21]([Mg]Br)=[CH2:22]>O1CCCC1>[C:2]([S:5][NH:7][C@@H:8]([C:9]1[CH:14]=[CH:13][C:12]([O:15][CH2:16][C:17]([F:20])([F:19])[F:18])=[CH:11][N:10]=1)[CH:21]=[CH2:22])([CH3:4])([CH3:3])[CH3:1]. Reactants: C(=C)[Mg]Br (vinylmagnesium bromide), CC(C)(C)S(=O)/N=C/C1=NC=C(C=C1)OCC(F)(F)F (2-methyl-N-{(1E)-[5-(2,2,2-trifluoroethoxy)pyridin-2-yl]methylidene}propane-2-sulfinamide), C(=C)[Mg]Br (vinylmagnesium bromide). Product: C(C)(C)(C)SN[C@H](C=C)C1=NC=C(C=C1)OCC(F)(F)F (2-{(1R)-1-[(tert-butylthio)amino]prop-2-enyl}-5-(2,2,2-trifluoroethoxy)pyridine). Reported procedure: To a mixture of 2-methyl-N-{(1E)-[5-(2,2,2-trifluoroethoxy)pyridin-2-yl]methylidene}propane-2-sulfinamide (10.0 g, 32.4 mmol) and tetrahydrofuran (150 ml) at −78° C. was added dropwise 1.0M vinylmagnesium bromide in tetrahydrofuran (58.4 ml, 58.4 mmol), maintaining temperature during addition below −70° C. Reaction was stirred at −78° C. for an hour. To complete reaction, an additional amount of 1.0M vinylmagnesium bromide (19.4 ml, 19.4 mmol) was required. The reaction was then quenched by pour... Yield: 73.5%.